From a dataset of the Open Reaction Database (ORD), a public repository of structured organic reaction records. describe an organic reaction: reactants, conditions, products, and yield The reactants are COC1=C(C=C(C(=C1OC)OC)OC)C (2,3,4,5-tetramethoxytoluene), COC(Cl)Cl (α,α-dichloromethyl methyl ether), O (water). The reagents and catalysts are Cl[Ti](Cl)(Cl)Cl (TiCl4). Solvent: C(Cl)Cl (CH2Cl2), CCOC(=O)C (EtOAc). Run at time 6 hour. The product is CC1=C(C(=C(C(=C1C=O)OC)OC)OC)OC (6-methyl-2,3,4,5-tetramethoxybenzaldehyde). The yield is 89.2%. As a reaction SMILES: [CH3:1][O:2][C:3]1[C:8]([O:9][CH3:10])=[C:7]([O:11][CH3:12])[C:6]([O:13][CH3:14])=[CH:5][C:4]=1[CH3:15].[CH3:16][O:17]C(Cl)Cl.O>C(Cl)Cl.CCOC(C)=O.Cl[Ti](Cl)(Cl)Cl>[CH3:15][C:4]1[C:5]([CH:16]=[O:17])=[C:6]([O:13][CH3:14])[C:7]([O:11][CH3:12])=[C:8]([O:9][CH3:10])[C:3]=1[O:2][CH3:1]. Reported procedure: According to the procedure by Ohkawa et al.,15 6 (0.690 g, 3.25 mmol) was dissolved in CH2Cl2 (2.0 mL) in a flame-dried 25 mL round bottom flask and cooled to 0° C. α,α-dichloromethyl methyl ether (0.85 ml, 9.6 mmol) was then added at 0° C., followed by TiCl4 (1 M in CH2Cl2, 9.0 ml, 9.0 mmol) at 0° C. The reaction was warmed slowly to room temperature and stirred for 6 hours under argon. The reaction was then poured into chilled water and stirred for 10 minutes. The reaction was diluted with EtO... Reactants: [H-].[Na+] (sodium hydride), C(C)OP(OCC)(=O)CC1=CC(=C(C=C1)C#N)F ((4-Cyano-3-fluoro-benzyl)-phosphonic acid diethyl ester), CC=1N=C(SC1C(CCCC)=O)C1=CC=C(C=C1)C(F)(F)F (1-[4-Methyl-2-(4-trifluoromethyl-phenyl)-thiazol-5-yl]-pentan-1-one). Run in O1CCCC1 (tetrahydrofuran), O1CCCC1 (tetrahydrofuran). Yields the product FC1=C(C#N)C=CC(=C1)\C=C(/CCCC)\C1=C(N=C(S1)C1=CC=C(C=C1)C(F)(F)F)C (2-Fluoro-4-{(E)-2-[4-methyl-2-(4-trifluoromethyl-phenyl)-thiazol-5-yl]-hex-1-enyl}-benzonitrile). Isolated yield 98.2%. As a reaction SMILES: C(OP([CH2:9][C:10]1[CH:15]=[CH:14][C:13]([C:16]#[N:17])=[C:12]([F:18])[CH:11]=1)(=O)OCC)C.[H-].[Na+].[CH3:21][C:22]1[N:23]=[C:24]([C:33]2[CH:38]=[CH:37][C:36]([C:39]([F:42])([F:41])[F:40])=[CH:35][CH:34]=2)[S:25][C:26]=1[C:27](=O)[CH2:28][CH2:29][CH2:30][CH3:31]>O1CCCC1>[F:18][C:12]1[CH:11]=[C:10](/[CH:9]=[C:27](/[C:26]2[S:25][C:24]([C:33]3[CH:34]=[CH:35][C:36]([C:39]([F:41])([F:42])[F:40])=[CH:37][CH:38]=3)=[N:23][C:22]=2[CH3:21])\[CH2:28][CH2:29][CH2:30][CH3:31])[CH:15]=[CH:14][C:13]=1[C:16]#[N:17] |f:1.2|. Procedure: 1.0 g (4-Cyano-3-fluoro-benzyl)-phosphonic acid diethyl ester was dissolved in 50 ml tetrahydrofuran and cooled in an ice bath. At 0° C. 103 mg sodium hydride were added and the mixture stirred for fifteen minutes. Then 1.2 g 1-[4-Methyl-2-(4-trifluoromethyl-phenyl)-thiazol-5-yl]-pentan-1-one, dissolved in 20 ml tetrahydrofuran, were added dropwise. The cooling bath was removed and the reaction mixture stirred at room temperature for two hours. Then 1.0 g (4-Cyano-3-fluoro-benzyl)-phosphonic aci...